describe an organic reaction: reactants, conditions, products, and yield From a dataset of the Open Reaction Database (ORD), a public repository of structured organic reaction records. The reactants are CCC(=O)Cl, CC(C)=O, Nc1cc(C(=O)c2ccccc2)ccc1N1CCOCC1. Product: CCC(=O)Nc1cc(C(=O)c2ccccc2)ccc1N1CCOCC1, Cl. As a reaction SMILES: [C:1]([CH2:2][CH3:3])(=[O:4])[Cl:5].[CH3:27][C:28](=[O:29])[CH3:30].[NH2:6][c:7]1[cH:8][c:9]([C:10](=[O:11])[c:12]2[cH:13][cH:14][cH:15][cH:16][cH:17]2)[cH:18][cH:19][c:20]1[N:21]1[CH2:22][CH2:23][O:24][CH2:25][CH2:26]1>>[C:1]([CH2:2][CH3:3])(=[O:4])[NH:6][c:7]1[cH:8][c:9]([C:10](=[O:11])[c:12]2[cH:13][cH:14][cH:15][cH:16][cH:17]2)[cH:18][cH:19][c:20]1[N:21]1[CH2:22][CH2:23][O:24][CH2:25][CH2:26]1.[ClH:5]. Reactants: N1(CCNCC1)C(=O)OCC1=CC=CC=C1 (benzyl piperazine-1-carboxylate), O1C2C1CCC2 (1,2-epoxycyclopentane). Conditions: temperature 80 celsius. Yields the product O[C@H]1[C@@H](CCC1)N1CCN(CC1)C(=O)OCC1=CC=CC=C1 (Benzyl 4-(trans-2-hydroxycyclopentyl)piperazine-1-carboxylate). The yield is 44.2%. Reaction SMILES: [N:1]1([C:7]([O:9][CH2:10][C:11]2[CH:16]=[CH:15][CH:14]=[CH:13][CH:12]=2)=[O:8])[CH2:6][CH2:5][NH:4][CH2:3][CH2:2]1.[O:17]1[CH:19]2[CH2:20][CH2:21][CH2:22][CH:18]12>>[OH:17][C@@H:18]1[CH2:22][CH2:21][CH2:20][C@H:19]1[N:4]1[CH2:5][CH2:6][N:1]([C:7]([O:9][CH2:10][C:11]2[CH:16]=[CH:15][CH:14]=[CH:13][CH:12]=2)=[O:8])[CH2:2][CH2:3]1. Procedure details: A solution of 0.524 g of benzyl piperazine-1-carboxylate is cooled to 0° C., 0.2 g of 1,2-epoxycyclopentane is added and it is heated at 80° C. for four days. The reaction mixture is concentrated under vacuum and the residue is purified by silica gel chromatography, eluting with EtOAc/MeOH mixture. 0.32 g of the expected compound is obtained. Starting materials: [H-].[Na+] (NaH), ClC=1C=C(C=CC1CC1=CC=C(C=C1)CC)O (3-Chloro-4-(4-ethylbenzyl)phenol), C(C)(=O)O[C@H]1[C@@](O[C@@H]([C@H]([C@@H]1OC(C)=O)OC(C)=O)COC(C)=O)(CCOS(=O)(=O)C1=CC=C(C)C=C1)OC ((2S,3R,4S,5R,6R)-6-(acetoxymethyl)-2-methoxy-2-(2-(tosyloxy)ethyl)tetrahydro-2H-pyran-3,4,5-triyl triacetate), [O-]C1=CC=CC=C1 (phenoxide). Run in CN(C)C=O (DMF), CCOC(=O)C (EtOAc). Reaction conditions: temperature 70 celsius, time 5 minute. Yields the product C(C)(=O)O[C@H]1[C@](O[C@@H]([C@H]([C@@H]1OC(C)=O)OC(C)=O)COC(C)=O)(OC)CCOC1=CC(=C(C=C1)CC1=CC=C(C=C1)CC)Cl ((2S,3R,4S,5R,6R)-6-(acetoxymethyl)-2-(2-(3-chloro-4-(4-ethylbenzyl)phenoxy)ethyl)-2-methoxytetrahydro-2H-pyran-3,4,5-triyl triacetate). Yield: 16.6%. RXN SMILES: [Cl:1][C:2]1[CH:3]=[C:4]([OH:17])[CH:5]=[CH:6][C:7]=1[CH2:8][C:9]1[CH:14]=[CH:13][C:12]([CH2:15][CH3:16])=[CH:11][CH:10]=1.[H-].[Na+].[C:20]([O:23][C@@H:24]1[C@@H:29]([O:30][C:31](=[O:33])[CH3:32])[C@H:28]([O:34][C:35](=[O:37])[CH3:36])[C@@H:27]([CH2:38][O:39][C:40](=[O:42])[CH3:41])[O:26][C@@:25]1([O:56][CH3:57])[CH2:43][CH2:44]OS(C1C=CC(C)=CC=1)(=O)=O)(=[O:22])[CH3:21].[O-]C1C=CC=CC=1>CN(C=O)C.CCOC(C)=O>[C:20]([O:23][C@@H:24]1[C@@H:29]([O:30][C:31](=[O:33])[CH3:32])[C@H:28]([O:34][C:35](=[O:37])[CH3:36])[C@@H:27]([CH2:38][O:39][C:40](=[O:42])[CH3:41])[O:26][C@:25]1([CH2:43][CH2:44][O:17][C:4]1[CH:5]=[CH:6][C:7]([CH2:8][C:9]2[CH:14]=[CH:13][C:12]([CH2:15][CH3:16])=[CH:11][CH:10]=2)=[C:2]([Cl:1])[CH:3]=1)[O:56][CH3:57])(=[O:22])[CH3:21] |f:1.2|. Procedure details: 3-Chloro-4-(4-ethylbenzyl)phenol (15) (55 mg, 0.22 mmol) was dissolved in DMF (0.30 mL) and NaH (9 mg, 0.22 mmol) was added to the solution. After stirring for 5 min, a solution of (2S,3R,4S,5R,6R)-6-(acetoxymethyl)-2-methoxy-2-(2-(tosyloxy)ethyl)tetrahydro-2H-pyran-3,4,5-triyl triacetate (17) (102 mg, 0.18 mmol in 200 μL DMF) was added to the phenoxide solution. After 2 h, the reaction was heated to 70° C. and stirred for 18 h. The reaction mixture was then diluted with EtOAc and washed with Na...